This data is from the Open Reaction Database (ORD), a public repository of structured organic reaction records. The task is: describe an organic reaction: reactants, conditions, products, and yield The reactants are CCOCC (Ether), N1C(=NCCC1)NCCCOC=1C=C2CCC(CC2=CC1)CC(=O)O ({6-[3-(1,4,5,6-tetrahydro-pyrimidin-2-ylamino)-propoxy]-1,2,3,4-tetrahydro-naphthalen-2-yl}-acetic acid), Cl (HCl). The solvent is CO (MeOH), CO (MeOH). Product: Cl.Cl.COC(CC1CC2=CC=C(C=C2CC1)OCCCNC=1NCCCN1)=O ({6-[3-(1,4,5,6-Tetrahydro-pyrimidin-2-ylamino)propoxy]-1,2,3,4-tetrahydro-naphthalen-2-yl}-acetic acid methyl ester bis(hydrochloride)), solid. As a reaction SMILES: [NH:1]1[CH2:6][CH2:5][CH2:4][N:3]=[C:2]1[NH:7][CH2:8][CH2:9][CH2:10][O:11][C:12]1[CH:13]=[C:14]2[C:19](=[CH:20][CH:21]=1)[CH2:18][CH:17]([CH2:22][C:23]([OH:25])=[O:24])[CH2:16][CH2:15]2.[ClH:26].[CH3:27]COCC>CO>[ClH:26].[ClH:26].[CH3:27][O:24][C:23](=[O:25])[CH2:22][CH:17]1[CH2:16][CH2:15][C:14]2[C:19](=[CH:20][CH:21]=[C:12]([O:11][CH2:10][CH2:9][CH2:8][NH:7][C:2]3[NH:3][CH2:4][CH2:5][CH2:6][N:1]=3)[CH:13]=2)[CH2:18]1 |f:4.5.6|. Procedure details: To a solution of {6-[3-(1,4,5,6-tetrahydro-pyrimidin-2-ylamino)-propoxy]-1,2,3,4-tetrahydro-naphthalen-2-yl}-acetic acid (25 mg) in MeOH (2 mL) was added HCl in MeOH and the solution was heated to reflux for 3 h. The reaction was cooled to room temperature and concentrated under reduced pressure to afford a tan oil. Ether was added, the contents were swirled and the solvent decanted. Lyophilization of the oily residue gave the title compound as a hygroscopic, ivory solid (29 mg). NMR (300 MHz, M... Starting materials: C([O-])([O-])=O.[K+].[K+] (potassium carbonate), COCCCBr (3-methoxy-1-bromopropane), BrC=1C=CC(=C(C1)O)OC (5-bromo-2-methoxyphenol). The solvent is C(C)#N (acetonitrile). The product is COC1=C(C=C(C=C1)Br)OCCCOC (4-Methoxy-3-(3-methoxypropyloxy)-bromobenzene). Reaction SMILES: C(=O)([O-])[O-].[K+].[K+].[CH3:7][O:8][CH2:9][CH2:10][CH2:11]Br.[Br:13][C:14]1[CH:15]=[CH:16][C:17]([O:21][CH3:22])=[C:18]([OH:20])[CH:19]=1>C(#N)C>[CH3:22][O:21][C:17]1[CH:16]=[CH:15][C:14]([Br:13])=[CH:19][C:18]=1[O:20][CH2:11][CH2:10][CH2:9][O:8][CH3:7] |f:0.1.2|. Procedure details: 66.0 g of potassium carbonate and 3-methoxy-1-bromopropane are added at room temperature to a solution of 64.6 g of 5-bromo-2-methoxyphenol in 350 ml of acetonitrile. The reaction mixture is stirred under reflux for 14 hours. After removal of the solvent by evaporation, 1200 ml of ice/water are added to the residue and extraction is carried out with ether. The organic extracts are washed with saturated sodium chloride solution, dried over magnesium sulfate and concentrated by evaporation. Distil...